Task: describe an organic reaction: reactants, conditions, products, and yield. Dataset: the Open Reaction Database (ORD), a public repository of structured organic reaction records The reactants are [Al+3], C1CCOC1, [H-], [H-], [H-], [H-], [Li+], CCOC(=O)CCc1c(C)c(N)c(C)c2c1OCC2c1ccc(C(C)C)cc1, O. Product: Cc1c(N)c(C)c2c(c1CCCO)OCC2c1ccc(C(C)C)cc1. Reaction SMILES: [Al+3:30].[CH2:36]1[O:37][CH2:38][CH2:39][CH2:40]1.[H-:29].[H-:32].[H-:33].[H-:34].[Li+:31].[NH2:1][c:2]1[c:3]([CH3:28])[c:4]([CH2:21][CH2:22][C:23](=[O:24])[O:25][CH2:26][CH3:27])[c:5]2[c:6]([c:19]1[CH3:20])[CH:7]([c:10]1[cH:11][cH:12][c:13]([CH:16]([CH3:17])[CH3:18])[cH:14][cH:15]1)[CH2:8][O:9]2.[OH2:35]>>[NH2:1][c:2]1[c:3]([CH3:28])[c:4]([CH2:21][CH2:22][CH2:23][OH:24])[c:5]2[c:6]([c:19]1[CH3:20])[CH:7]([c:10]1[cH:11][cH:12][c:13]([CH:16]([CH3:17])[CH3:18])[cH:14][cH:15]1)[CH2:8][O:9]2. The reactants are ClC1=CC(=C(N=N1)N(C(C1=CC(=CC(=C1)C(F)(F)F)S(=O)(=O)C)=O)C)C1=C(C=C(C=C1)F)OC (N-[6-Chloro-4-(4-fluoro-2-methoxy-phenyl)-pyridazin-3-yl]-3-methanesulfonyl-N-methyl-5-trifluoromethyl-benzamide), ClC1=CC(=C(N=N1)N(C(C1=CC(=CC(=C1)C(F)(F)F)S(=O)(=O)C)=O)C)C1=C(C=C(C=C1)F)OC (N-[6-Chloro-4-(4-fluoro-2-methoxy-phenyl)-pyridazin-3-yl]-3-methanesulfonyl-N-methyl-5-trifluoromethyl-benzamide), S(=O)(Cl)Cl (thionyl chloride). Reagents/catalysts: CN(C=O)C (N,N-dimethylformamide). Product: CS(=O)(=O)C=1C=C(C(=O)Cl)C=C(C1)C(F)(F)F (3-(Methylsulfonyl)-5-(trifluoromethyl)benzoyl chloride). Isolated yield 102.9%. Reaction SMILES: ClC1N=NC(N(C)[C:9](=[O:24])[C:10]2[CH:15]=[C:14]([C:16]([F:19])([F:18])[F:17])[CH:13]=[C:12]([S:20]([CH3:23])(=[O:22])=[O:21])[CH:11]=2)=C(C2C=CC(F)=CC=2OC)C=1.S(Cl)([Cl:37])=O>CN(C)C=O>[CH3:23][S:20]([C:12]1[CH:11]=[C:10]([CH:15]=[C:14]([C:16]([F:19])([F:18])[F:17])[CH:13]=1)[C:9]([Cl:37])=[O:24])(=[O:22])=[O:21]. Procedure details: To 3-(methylsulfonyl)-5-(trifluoromethyl)benzoic acid (1 g, 3.73 mmol, example 1, intermediate d) was added N,N-dimethylformamide (27.3 mg, 28.9 μL, 373 μmol) and thionyl chloride (8.87 g, 5.44 ml, 74.5 mmol) and the suspension was heated to reflux for 30 min. A light brown solution was formed. To remove thionyl chloride, the light brown solid was diluted with toluene, followed by complete evaporation. This procedure was repeated two times to provide the desired compound as a colorless solid (1.... Reactants: Cl (hydrogen chloride), [Na+].[Cl-].O (NaCl H2O), C(O)([O-])=O.[Na+] (sodium hydrogen carbonate), C(C)OC1=NC2=C(N1CC1=CC=C(C=C1)C1=C(C=CC=C1)C1=NN=NN1C(C1=CC=CC=C1)(C1=CC=CC=C1)C1=CC=CC=C1)C(=CC=C2)C(=O)OC(C)OC(=O)OC2CCCCC2 ((±)-1-(cyclohexyloxycarbonyloxy)ethyl 2-ethoxy-1-[2'-(N-triphenylmethyl-1H-tetrazol-5-yl)biphenyl-4-yl]methylbenzimidazole-7-carboxylate). Run in CO (methanol), CO (methanol), O (water), C(C)(=O)OCC (ethyl acetate), C(C)(=O)OCC (ethyl acetate), C(Cl)Cl (methylene chloride). Reaction conditions: temperature 5 celsius, time 3 hour. Product: C(C)OC1=NC2=C(N1CC1=CC=C(C=C1)C1=C(C=CC=C1)C1=NN=NN1)C(=CC=C2)C(=O)OC(C)OC(=O)OC2CCCCC2 ((±)-1-(cyclohexyloxycarbonyloxy)ethyl 2-ethoxy-1-[2'-(1H-tetrazol-5-yl) biphenyl-4-yl]methylbenzimidazole-7-carboxylate). Isolated yield 96.4%. Reaction SMILES: [CH2:1]([O:3][C:4]1[N:8]([CH2:9][C:10]2[CH:15]=[CH:14][C:13]([C:16]3[CH:21]=[CH:20][CH:19]=[CH:18][C:17]=3[C:22]3[N:26](C(C4C=CC=CC=4)(C4C=CC=CC=4)C4C=CC=CC=4)[N:25]=[N:24][N:23]=3)=[CH:12][CH:11]=2)[C:7]2[C:46]([C:50]([O:52][CH:53]([O:55][C:56]([O:58][CH:59]3[CH2:64][CH2:63][CH2:62][CH2:61][CH2:60]3)=[O:57])[CH3:54])=[O:51])=[CH:47][CH:48]=[CH:49][C:6]=2[N:5]=1)[CH3:2].Cl.C(=O)([O-])O.[Na+].[Na+].[Cl-].O>C(Cl)Cl.C(OCC)(=O)C.O.CO>[CH2:1]([O:3][C:4]1[N:8]([CH2:9][C:10]2[CH:11]=[CH:12][C:13]([C:16]3[CH:21]=[CH:20][CH:19]=[CH:18][C:17]=3[C:22]3[NH:23][N:24]=[N:25][N:26]=3)=[CH:14][CH:15]=2)[C:7]2[C:46]([C:50]([O:52][CH:53]([O:55][C:56]([O:58][CH:59]3[CH2:60][CH2:61][CH2:62][CH2:63][CH2:64]3)=[O:57])[CH3:54])=[O:51])=[CH:47][CH:48]=[CH:49][C:6]=2[N:5]=1)[CH3:2] |f:2.3,4.5.6|. Procedure: In 29 mL of methylene chloride was dissolved 10.00 g of (±)-1-(cyclohexyloxycarbonyloxy)ethyl 2-ethoxy-1-[2'-(N-triphenylmethyl-1H-tetrazol-5-yl)biphenyl-4-yl]methylbenzimidazole-7-carboxylate followed by addition of 23 mL of methanol and cooling to 5° C. Then, 6 mL of methanol containing 0.53 g of hydrogen chloride as dissolved was added dropwise at 5° C. over a period of 15 minutes. The mixture was further stirred at 5° C. for 3.5 hours, at the end of which time 19 mL of ethyl acetate and 19 m...